From a dataset of the Open Reaction Database (ORD), a public repository of structured organic reaction records. describe an organic reaction: reactants, conditions, products, and yield The reactants are C(C)(C)(C)[Si](C)(C)Cl (tert-Butyl-chloro-dimethyl-silane), O1CCC(C2=CC=CC=C12)O (4-chromanol), CN1CCOCC1 (N-methylmorpholine), N1C=NC=C1 (imidazole). Solvent: C(Cl)Cl (CH2Cl2), C(Cl)Cl (CH2Cl2). Conditions: time 3 day. Product: C(C)(C)(C)[Si](C)(C)OC1CCOC2=CC=CC=C12 (tert-butyl-(chroman-4-yloxy)-dimethyl-silane). Reaction SMILES: [C:1]([Si:5](Cl)([CH3:7])[CH3:6])([CH3:4])([CH3:3])[CH3:2].[O:9]1[C:18]2[C:13](=[CH:14][CH:15]=[CH:16][CH:17]=2)[CH:12]([OH:19])[CH2:11][CH2:10]1.CN1CCOCC1.N1C=CN=C1>C(Cl)Cl>[C:1]([Si:5]([O:19][CH:12]1[C:13]2[C:18](=[CH:17][CH:16]=[CH:15][CH:14]=2)[O:9][CH2:10][CH2:11]1)([CH3:7])[CH3:6])([CH3:4])([CH3:3])[CH3:2]. Procedure: tert-Butyl-chloro-dimethyl-silane (10.54 g, 70 mmol) was added to a CH2Cl2 (200 mL) solution of 4-chromanol (10.00 g, 66.6 mmol), N-methylmorpholine (10.98 mL, 100 mmol) and imidazole (0.20 g, 3 mmol) at 0° C. The mixture was stirred for 3 days at RT. The reaction was diluted with CH2Cl2 (200 mL), washed with dilute HCl and H2O, dried over MgSO4, filtered, and concentrated in vacuo to provide the title compound. Starting materials: C(C)(C)(C)C1=CC(=C(C(=O)O)C=C1)OC (4-tert-butyl-2-methoxy-benzoic acid), Cl.C(C)N=C=NCCCN(C)C (1-ethyl-3-(3-dimethylaminopropyl)-carbodiimide hydrochloride), ON1N=NC2=C1C=CC=C2 (1-hydroxy-benzotriazole), NC=1C=C(C=CC1)C1N(CCC1)C(=O)OC(C)(C)C ((±)-2-(3-aminophenyl)-1-(tert-butyloxycarbonyl)-pyrrolidine). Solvent: CN(C)C=O (DMF), O (water). Run at time 17 hour. The product is C(C)(C)(C)C1=CC(=C(C(=O)NC=2C=C(C=CC2)C2N(CCC2)C(=O)OC(C)(C)C)C=C1)OC ((±)-2-[3-(4-tert-Butyl-2-methoxy-benzoylamino)-phenyl]-1-(tert-butyloxycarbonyl)-pyrrolidine). The yield is 34.8%. RXN SMILES: [C:1]([C:5]1[CH:13]=[CH:12][C:8]([C:9]([OH:11])=O)=[C:7]([O:14][CH3:15])[CH:6]=1)([CH3:4])([CH3:3])[CH3:2].Cl.C(N=C=NCCCN(C)C)C.ON1C2C=CC=CC=2N=N1.[NH2:38][C:39]1[CH:40]=[C:41]([CH:45]2[CH2:49][CH2:48][CH2:47][N:46]2[C:50]([O:52][C:53]([CH3:56])([CH3:55])[CH3:54])=[O:51])[CH:42]=[CH:43][CH:44]=1>CN(C=O)C.O>[C:1]([C:5]1[CH:13]=[CH:12][C:8]([C:9]([NH:38][C:39]2[CH:40]=[C:41]([CH:45]3[CH2:49][CH2:48][CH2:47][N:46]3[C:50]([O:52][C:53]([CH3:56])([CH3:55])[CH3:54])=[O:51])[CH:42]=[CH:43][CH:44]=2)=[O:11])=[C:7]([O:14][CH3:15])[CH:6]=1)([CH3:2])([CH3:3])[CH3:4] |f:1.2|. Reported procedure: To a solution of 4-tert-butyl-2-methoxy-benzoic acid (0.05 g) in DMF (1.5 mL) at room temperature, was added in order, 1-ethyl-3-(3-dimethylaminopropyl)-carbodiimide hydrochloride (0.046 g), 1-hydroxy-benzotriazole (0.033 g) and 15 min. later, (±)-2-(3-aminophenyl)-1-(tert-butyloxycarbonyl)-pyrrolidine (0.05 g). The reaction mixture was allowed to stir for 17 h and then poured into water. The aqueous mixture was extracted with ethyl acetate twice. The combined organic layer was washed with brine... Starting materials: C(C)(C)(C)OC(=O)[C@H](C(=O)OC)CC1=CC2=C(OC(O2)(F)F)C=C1 ((S)-methyl 2-(tert-butoxycarbonyl)-3-(2,2-difluorobenzo[d][1,3]dioxol-5-yl)propanoate), [Li+].[OH-] (LiOH). Solvent: C1CCOC1 (THF). Conditions: time 2 hour. Yields the product C(C)(C)(C)OC(=O)[C@H](C(=O)O)CC1=CC2=C(OC(O2)(F)F)C=C1 ((S)-2-(tert-butoxycarbonyl)-3-(2,2-difluorobenzo[d][1,3]dioxol-5-yl)propanoic acid). The yield is 106.0%. Reaction SMILES: [C:1]([O:5][C:6]([C@@H:8]([CH2:13][C:14]1[CH:24]=[CH:23][C:17]2[O:18][C:19]([F:22])([F:21])[O:20][C:16]=2[CH:15]=1)[C:9]([O:11]C)=[O:10])=[O:7])([CH3:4])([CH3:3])[CH3:2].[Li+].[OH-]>C1COCC1>[C:1]([O:5][C:6]([C@@H:8]([CH2:13][C:14]1[CH:24]=[CH:23][C:17]2[O:18][C:19]([F:21])([F:22])[O:20][C:16]=2[CH:15]=1)[C:9]([OH:11])=[O:10])=[O:7])([CH3:4])([CH3:2])[CH3:3] |f:1.2|. Procedure details: To a solution of (S)-methyl 2-(tert-butoxycarbonyl)-3-(2,2-difluorobenzo[d][1,3]dioxol-5-yl)propanoate (1850 mg, 5 mmol) in 50 mL of THF at 0° C. was added LiOH (0.2 M, 26 ml, 5 mmol) over 10 minutes. The reaction was stirred for 2 hours and was then washed with ether (200 mL), acidified to pH 4 with 2 N HCl and extracted with ethyl acetate (4×100 mL). The organics were washed with water and brine and dried over sodium sulfate. Concentration provided (S)-2-(tert-butoxycarbonyl)-3-(2,2-difluorobe... Procedure details: A solution of 3-[allyl-(5-chloro-2-methoxy-benzenesulfonyl)-amino]-4-allyloxy-benzoic acid methyl ester (243 mg, 0.537 mmol) and carbonylchlorohydrotris(triphenylphosphine)-ruthenium (15 mg, 16 μmol) in toluene (2.6 mL) was stirred at 95° C. for 16 h, then another portion of carbonylchlorohydrotris(triphenylphosphine)ruthenium (27 mg, 25 μmol) was added, and stirring was continued over 48 h, then the solvent was evaporated. Chromatography (SiO2, heptane-ethyl acetate gradient) furnished 3-[(5-ch... Reaction SMILES: [CH3:1][O:2][C:3](=[O:30])[C:4]1[CH:9]=[CH:8][C:7]([O:10][CH2:11][CH:12]=[CH2:13])=[C:6]([N:14]([CH2:27][CH:28]=[CH2:29])[S:15]([C:18]2[CH:23]=[C:22]([Cl:24])[CH:21]=[CH:20][C:19]=2[O:25][CH3:26])(=[O:17])=[O:16])[CH:5]=1>C1(C)C=CC=CC=1.[H-].[C-]#[O+].C1C=CC(P(C2C=CC=CC=2)C2C=CC=CC=2)=CC=1.C1C=CC(P(C2C=CC=CC=2)C2C=CC=CC=2)=CC=1.C1C=CC(P(C2C=CC=CC=2)C2C=CC=CC=2)=CC=1.[Cl-].[Ru+2]>[CH3:1][O:2][C:3](=[O:30])[C:4]1[CH:9]=[CH:8][C:7]([O:10][CH:11]=[CH:12][CH3:13])=[C:6]([N:14]([S:15]([C:18]2[CH:23]=[C:22]([Cl:24])[CH:21]=[CH:20][C:19]=2[O:25][CH3:26])(=[O:17])=[O:16])[CH:27]=[CH:28][CH3:29])[CH:5]=1 |f:2.3.4.5.6.7.8|. Reactants: COC(C1=CC(=C(C=C1)OCC=C)N(S(=O)(=O)C1=C(C=CC(=C1)Cl)OC)CC=C)=O (3-[allyl-(5-chloro-2-methoxy-benzenesulfonyl)-amino]-4-allyloxy-benzoic acid methyl ester). The yield is 72.9%. The reagents and catalysts are [H-].[C-]#[O+].C1=CC=C(C=C1)P(C2=CC=CC=C2)C3=CC=CC=C3.C1=CC=C(C=C1)P(C2=CC=CC=C2)C3=CC=CC=C3.C1=CC=C(C=C1)P(C2=CC=CC=C2)C3=CC=CC=C3.[Cl-].[Ru+2] (carbonylchlorohydrotris(triphenylphosphine)ruthenium), [H-].[C-]#[O+].C1=CC=C(C=C1)P(C2=CC=CC=C2)C3=CC=CC=C3.C1=CC=C(C=C1)P(C2=CC=CC=C2)C3=CC=CC=C3.C1=CC=C(C=C1)P(C2=CC=CC=C2)C3=CC=CC=C3.[Cl-].[Ru+2] (carbonylchlorohydrotris(triphenylphosphine)-ruthenium). The product is COC(C1=CC(=C(C=C1)OC=CC)N(C=CC)S(=O)(=O)C1=C(C=CC(=C1)Cl)OC)=O (3-[(5-chloro-2-methoxy-benzenesulfonyl)-propenyl-amino]-4-[(propenyl)oxy]-benzoic acid methyl ester). Solvent: C1(=CC=CC=C1)C (toluene). Run at time 48 hour.